This data is from the Open Reaction Database (ORD), a public repository of structured organic reaction records. The task is: describe an organic reaction: reactants, conditions, products, and yield The reactants are CCCCC#CCCO, C#CCCCCCCCO, NCCCN. The product is C#CCCCCCCO. As a reaction SMILES: [CH2:11]([OH:12])[CH2:13][C:14]#[C:15][CH2:16][CH2:17][CH2:18][CH3:19].[CH2:1]([CH2:2][CH2:3][CH2:4][CH2:5][CH2:6][CH2:7][C:8]#[CH:9])[OH:10].[NH2:20][CH2:21][CH2:22][CH2:23][NH2:24]>>[CH2:1]([CH2:2][CH2:3][CH2:4][CH2:5][CH2:6][C:7]#[CH:8])[OH:10]. Reactants: C=O, COc1cncc(C2=CCC3CNC2C3)c1, O=CO. The product is COc1cncc(C2=CCC3CC2N(C)C3)c1. Reaction SMILES: [CH2:17]=[O:18].[CH3:1][O:2][c:3]1[cH:4][c:5]([C:9]2=[CH:10][CH2:11][CH:12]3[CH2:13][NH:14][CH:15]2[CH2:16]3)[cH:6][n:7][cH:8]1.[CH:19]([OH:20])=[O:21]>>[CH3:1][O:2][c:3]1[cH:4][c:5]([C:9]2=[CH:10][CH2:11][CH:12]3[CH2:13][N:14]([CH3:17])[CH:15]2[CH2:16]3)[cH:6][n:7][cH:8]1. Reactants: [C@H]1(CC[C@H](CC1)N)N (trans 1,4-cyclohexanediamine), C1(=CC=CC=C1)COC(=O)ON1C(CCC1=O)=O (1-[[(phenylmethoxy)carbonyl]oxy]-2,5-pyrrolidinedione), 2h. Solvent: O1CCOCC1 (dioxan), O1CCOCC1 (dioxan). Yields the product N (ammonia), C1(=CC=CC=C1)COC(N[C@@H]1CC[C@H](CC1)N)=O ((trans)-(4-Aminocyclohexyl)carbamic acid phenylmethyl ester). Yield: 51.9%. RXN SMILES: [C@H:1]1([NH2:8])[CH2:6][CH2:5][C@H:4]([NH2:7])[CH2:3][CH2:2]1.[C:9]1([CH2:15][O:16][C:17](ON2C(=O)CCC2=O)=[O:18])[CH:14]=[CH:13][CH:12]=[CH:11][CH:10]=1>O1CCOCC1>[NH3:7].[C:9]1([CH2:15][O:16][C:17](=[O:18])[NH:7][C@H:4]2[CH2:5][CH2:6][C@H:1]([NH2:8])[CH2:2][CH2:3]2)[CH:14]=[CH:13][CH:12]=[CH:11][CH:10]=1. Procedure details: A solution of trans 1,4-cyclohexanediamine (22.8 g, 200 mmol) in dry dioxan (100 ml) was cooled to 5-10° and treated dropwise with 1-[[(phenylmethoxy)carbonyl]oxy]-2,5-pyrrolidinedione (4.98 g, 20 mmol) in dioxan (50 ml) over 3h. The mixture was warmed to 21° then stirred for a further 2h and filtered. The filtrate was evaporated to give a solid which was purified on silica eluted with dichloromethane:ethanol:0.88 ammonia (30:8:1) to give the title compound (2.58 g) as a white solid. MH+=249. The reactants are C1=CC(=C[N+](=C1)[C@H]2[C@@H]([C@@H]([C@H](O2)COP(=O)(O)OP(=O)(O)OC[C@@H]3[C@H]([C@H]([C@@H](O3)N4C=NC5=C4N=CN=C5N)O)O)O)O)C(=O)N (NAD+), [Cl2Ru(TPPTS)2]2, P(=O)([O-])([O-])[O-] (phosphate), [OH-].[Na+] (NaOH). Reaction conditions: temperature 23 celsius, time 17 hour. Product: C=1N=C(C2=C(N1)N(C=N2)[C@H]3[C@@H]([C@@H]([C@H](O3)COP(=O)(O)OP(=O)(O)OC[C@@H]4[C@H]([C@H]([C@@H](O4)N5C=CCC(=C5)C(=O)N)O)O)O)O)N (NADH). The yield is 24.2%. Reaction SMILES: [CH:1]1[CH:6]=[N+:5]([C@@H:7]2[O:11][C@H:10]([CH2:12][O:13][P:14]([O:17][P:18]([O:21][CH2:22][C@H:23]3[O:27][C@@H:26]([N:28]4[C:32]5[N:33]=[CH:34][N:35]=[C:36]([NH2:37])[C:31]=5[N:30]=[CH:29]4)[C@H:25]([OH:38])[C@@H:24]3[OH:39])([OH:20])=[O:19])([OH:16])=[O:15])[C@@H:9]([OH:40])[C@H:8]2[OH:41])[CH:4]=[C:3]([C:42]([NH2:44])=[O:43])[CH:2]=1.P([O-])([O-])([O-])=O.[OH-].[Na+]>>[CH:34]1[N:35]=[C:36]([NH2:37])[C:31]2[N:30]=[CH:29][N:28]([C@@H:26]3[O:27][C@H:23]([CH2:22][O:21][P:18]([O:17][P:14]([O:13][CH2:12][C@H:10]4[O:11][C@@H:7]([N:5]5[CH:4]=[C:3]([C:42]([NH2:44])=[O:43])[CH2:2][CH:1]=[CH:6]5)[C@H:8]([OH:41])[C@@H:9]4[OH:40])([OH:16])=[O:15])([OH:20])=[O:19])[C@@H:24]([OH:39])[C@H:25]3[OH:38])[C:32]=2[N:33]=1 |f:2.3|. Procedure details: NAD+ (34.0 mg, 38.0 μmol) was placed in 2 mL of a 0.1 M phosphate buffer. The pH of this solution was adjusted to 8.1 with NaOH and then placed in an 80 mL Fisher-Porter bottle. The Fisher-Porter bottle was evacuated and refilled with argon three times then [Cl2Ru(TPPTS)2]2 (6.9 mg, 2.6 μmol) was added under a flow of argon. The Fisher-Porter bottle was evacuated and filled with 70 psi of H2 and stirred to 23° C. for 17.0 hr. The volatiles were removed under reduced pressure and a sample dissolv... Reactants: FC1=C(C[C@@H]2N(CC[C@@H](C2)C2=CC(NO2)=O)C(=O)OC)C(=CC=C1)F ((2R,4S)-methyl 2-(2,6-difluorobenzyl)-4-(3-oxo-2,3-dihydroisoxazol-5-yl)piperidine-1-carboxylate), Br (hydrogen bromide). Reaction conditions: time 24 hour. Yields the product FC1=C(C[C@@H]2NCC[C@@H](C2)C2=CC(NO2)=O)C(=CC=C1)F (5-((2R,4S)-2-(2,6-difluorobenzyl)piperidin-4-yl)isoxazol-3(2H)-one). The yield is 82.2%. Reaction SMILES: [F:1][C:2]1[CH:24]=[CH:23][CH:22]=[C:21]([F:25])[C:3]=1[CH2:4][C@H:5]1[CH2:10][C@@H:9]([C:11]2[O:15][NH:14][C:13](=[O:16])[CH:12]=2)[CH2:8][CH2:7][N:6]1C(OC)=O.Br>>[F:1][C:2]1[CH:24]=[CH:23][CH:22]=[C:21]([F:25])[C:3]=1[CH2:4][C@H:5]1[CH2:10][C@@H:9]([C:11]2[O:15][NH:14][C:13](=[O:16])[CH:12]=2)[CH2:8][CH2:7][NH:6]1. Procedure details: (2R,4S)-methyl 2-(2,6-difluorobenzyl)-4-(3-oxo-2,3-dihydroisoxazol-5-yl)piperidine-1-carboxylate (370 mg, 1.05 mmol) was dissolved in hydrogen bromide (33% in acetic acid, 8 mL, 45.68 mmol) and the mixture stirred at room temperature for 24 h. The solvent was evaporated and the residue purified by preparative HPLC (Instrument: FractionLynx III, Mobilphase: gradient 5-95% MeCN in 0.2% NH3, pH 10, Column: Xbridge Prep C18 5 μm OBD 19*150 mm) to yield 5-((2R,4S)-2-(2,6-difluorobenzyl)piperidin-4-yl... Starting materials: O (water), C(C)(=O)O (acetic acid), ClC=1C=C(C=NC1Cl)CNOC (1-(5,6-dichloropyridin-3-yl)-N-methoxymethanamine), C1C(=O)COC1=O (tetronic acid). Solvent: C1(=CC=CC=C1)C (toluene). Product: ClC=1C=C(C=NC1Cl)CN(C1=CC(OC1)=O)OC (4-[[(5,6-dichloropyridin-3-yl)methyl](methoxy)amino]furan-2(5H)-one). Isolated yield 61.0%. As a reaction SMILES: C(O)(=O)C.[Cl:5][C:6]1[CH:7]=[C:8]([CH2:13][NH:14][O:15][CH3:16])[CH:9]=[N:10][C:11]=1[Cl:12].[CH2:17]1[C:22](=[O:23])[O:21][CH2:20][C:18]1=O.O>C1(C)C=CC=CC=1>[Cl:5][C:6]1[CH:7]=[C:8]([CH2:13][N:14]([O:15][CH3:16])[C:18]2[CH2:20][O:21][C:22](=[O:23])[CH:17]=2)[CH:9]=[N:10][C:11]=1[Cl:12]. Reported procedure: 120 μl (2.04 mmol) of acetic acid and 422 mg (2.04 mmol) of 1-(5,6-dichloropyridin-3-yl)-N-methoxymethanamine (III-3) are added to 224 mg (2.24 mmol) of tetronic acid in 50 ml of toluene, and the mixture is heated under reflux on a water separator for 3 hours. The reaction mixture is concentrated under reduced pressure, the residue is taken up in ethyl acetate and the mixture is washed successively twice with 1 N aqueous hydrochloric acid, twice with 1 N aqueous sodium hydroxide solution and sat... The reactants are solution, [OH-].[Li+] (lithium hydroxide), ClC1=CC=C(C=C1)N1N=C(C=C1C1=CC(=CC=C1)F)C(=O)OCC (Ethyl 1-(4-chlorophenyl)-5-(3-fluorophenyl)-1H-pyrazole-3-carboxylate). The solvent is O (water), O1CCOCC1 (1,4-dioxane). Conditions: temperature 70 celsius, time 2 hour. The product is ClC1=CC=C(C=C1)N1N=C(C=C1C1=CC(=CC=C1)F)C(=O)O (1-(4-Chlorophenyl)-5-(3-fluorophenyl)-1H-pyrazole-3-carboxylic acid). Reaction SMILES: [Cl:1][C:2]1[CH:7]=[CH:6][C:5]([N:8]2[C:12]([C:13]3[CH:18]=[CH:17][CH:16]=[C:15]([F:19])[CH:14]=3)=[CH:11][C:10]([C:20]([O:22]CC)=[O:21])=[N:9]2)=[CH:4][CH:3]=1.[OH-].[Li+]>O1CCOCC1.O>[Cl:1][C:2]1[CH:3]=[CH:4][C:5]([N:8]2[C:12]([C:13]3[CH:18]=[CH:17][CH:16]=[C:15]([F:19])[CH:14]=3)=[CH:11][C:10]([C:20]([OH:22])=[O:21])=[N:9]2)=[CH:6][CH:7]=1 |f:1.2|. Reported procedure: 43.0 g (125 mmol) of the compound of Example 56A are provided in 504 ml of 1,4-dioxane, 94 ml (188 mmol) of a 2N solution of lithium hydroxide in water are added, and the mixture is stirred at 70° C. for 2 h. The mixture is concentrated, a conc. aqueous hydrogen chloride solution is subsequently added to the residue until the pH is acidic, the mixture is extracted with dichloromethane, and the organic phase is dried over magnesium sulfate, filtered and concentrated. 39.5 g (100% of theory) of th... Starting materials: C(=O)=O (dry ice), C(=C)C1=NC=CC=C1 (2-vinylpyridine), C1(=CC=CC=C1)CC1=CC=CC=C1 (diphenylmethane), [K].C1=CC=CC2=CC=CC=C12 (potassium naphthalene). The solvent is CC(=O)C (acetone), C1CCOC1 (THF). Run at temperature -78 celsius. Product: poly(2-vinylpyridine), C1(=CC=CC=C1)CC1=CC=CC=C1.[K] (potassium diphenylmethane). RXN SMILES: C(C1C=CC=CN=1)=C.C(=O)=O.[K:12].C1C2C(=CC=CC=2)C=CC=1.[C:23]1([CH2:29][C:30]2[CH:35]=[CH:34][CH:33]=[CH:32][CH:31]=2)[CH:28]=[CH:27][CH:26]=[CH:25][CH:24]=1>CC(C)=O.C1COCC1>[C:23]1([CH2:29][C:30]2[CH:31]=[CH:32][CH:33]=[CH:34][CH:35]=2)[CH:28]=[CH:27][CH:26]=[CH:25][CH:24]=1.[K:12] |f:2.3,7.8,^1:11,57|. Reported procedure: First, poly(2-vinylpyridine) homopolymer was prepared by using 2-vinylpyridine (2VP) monomer at −78° C. and under high vacuum (10−6 torr) in the solvent of THF for 30 min. The temperature of −78° C. is maintained by adding dry ice in a constant-temperature bath with acetone, and measured with a thermometer for low temperature. The initiator of potassium diphenylmethane (DPM-K) was prepared by reacting potassium-naphthalene (K-NaPh) ion solution with diphenylmethane, and diluted to appropriate co... Starting materials: [Br-], CC[N+](CC)(CC)Cc1ccccc1, Cc1ccccc1, CC(C)(CO)Oc1ccc(Cl)cc1, FCCOc1ccc(CCl)cc1, [Na+], [OH-], O. The product is CC(C)(COCc1ccc(OCCF)cc1)Oc1ccc(Cl)cc1. RXN SMILES: [Br-:29].[CH2:30]([N+:31]([CH2:32][CH3:33])([CH2:34][CH3:35])[CH2:36][c:37]1[cH:38][cH:39][cH:40][cH:41][cH:42]1)[CH3:43].[CH3:44][c:45]1[cH:46][cH:47][cH:48][cH:49][cH:50]1.[Cl:13][c:14]1[cH:15][cH:16][c:17]([O:18][C:19]([CH2:20][OH:21])([CH3:22])[CH3:23])[cH:24][cH:25]1.[F:1][CH2:2][CH2:3][O:4][c:5]1[cH:6][cH:7][c:8]([CH2:9][Cl:10])[cH:11][cH:12]1.[Na+:27].[OH-:26].[OH2:28]>>[F:1][CH2:2][CH2:3][O:4][c:5]1[cH:6][cH:7][c:8]([CH2:9][O:21][CH2:20][C:19]([O:18][c:17]2[cH:16][cH:15][c:14]([Cl:13])[cH:25][cH:24]2)([CH3:22])[CH3:23])[cH:11][cH:12]1. Starting materials: [Mg] (magnesium), [Cl-].[NH4+] (ammonium chloride), C1(=CC=CC=C1)S(=O)(=O)NCC(=O)C1=CC=C(C=C1)OCC1=CC=CC=C1 (2-benzenesulfonylamino-1-(4-benzyloxyphenyl)ethanone), C1(=CC=CC=C1)I (phenyl iodide). The reagents and catalysts are BrCCBr (1,2-dibromoethane). The solvent is O1CCCC1 (tetrahydrofuran), O1CCCC1 (tetrahydrofuran), O1CCCC1 (tetrahydrofuran). The product is C1(=CC=CC=C1)S(=O)(=O)NCC(O)(C1=CC=CC=C1)C1=CC=C(C=C1)OCC1=CC=CC=C1 (2-benzenesulfonylamino-1-(4-benzyloxyphenyl)-1-phenylethanol). Yield: 58.3%. Reaction SMILES: [Mg].[C:2]1(I)[CH:7]=[CH:6][CH:5]=[CH:4][CH:3]=1.[C:9]1([S:15]([NH:18][CH2:19][C:20]([C:22]2[CH:27]=[CH:26][C:25]([O:28][CH2:29][C:30]3[CH:35]=[CH:34][CH:33]=[CH:32][CH:31]=3)=[CH:24][CH:23]=2)=[O:21])(=[O:17])=[O:16])[CH:14]=[CH:13][CH:12]=[CH:11][CH:10]=1.[Cl-].[NH4+]>O1CCCC1.BrCCBr>[C:9]1([S:15]([NH:18][CH2:19][C:20]([C:22]2[CH:27]=[CH:26][C:25]([O:28][CH2:29][C:30]3[CH:31]=[CH:32][CH:33]=[CH:34][CH:35]=3)=[CH:24][CH:23]=2)([C:2]2[CH:7]=[CH:6][CH:5]=[CH:4][CH:3]=2)[OH:21])(=[O:17])=[O:16])[CH:14]=[CH:13][CH:12]=[CH:11][CH:10]=1 |f:3.4|. Procedure: 5.83 g of magnesium are suspended in 100 ml of dry tetrahydrofuran, and 5 drops of 1,2-dibromoethane are added thereto. After the mixture is stirred at room temperature, a solution of 28.3 g of phenyl iodide in 70 ml of tetrahydrofuran is added dropwise thereto. A solution of 7.65 g of 2-benzenesulfonylamino-1-(4-benzyloxyphenyl)ethanone in 100 ml of tetrahydrofuran is added dropwise to the reaction mixture under ice-cooling and stirring. The mixture is stirred at room temperature, and an aqueou...